From a dataset of the Open Reaction Database (ORD), a public repository of structured organic reaction records. describe an organic reaction: reactants, conditions, products, and yield Starting materials: NC1=CC=CC=C1 (Aniline), BrC1=CC=C(OC2=CC=NC3=CC(=C(C=C23)C(=O)NCCCN2CCOCC2)OC)C=C1 (4-(4-bromophenoxy)-7-methoxy-N-(3-morpholinopropyl)quinoline-6-carboxamide), C([O-])([O-])=O.[Cs+].[Cs+] (caesium carbonate), C1(=CC=CC=C1)P(C1=C(C2=CC=CC=C2C=C1)C1=C(C=CC2=CC=CC=C12)P(C1=CC=CC=C1)C1=CC=CC=C1)C1=CC=CC=C1 (2,2′-bis(diphenylphosphino)-1,1′-binaphthyl). The reagents and catalysts are C(C)(=O)[O-].[Pd+2].C(C)(=O)[O-] (palladium acetate). Run in C1(=CC=CC=C1)C (toluene). Reaction conditions: temperature 100 celsius. Product: N(C1=CC=CC=C1)C1=CC=C(OC2=CC=NC3=CC(=C(C=C23)C(=O)NCCCN2CCOCC2)OC)C=C1 (4-(4-anilinophenoxy)-7-methoxy-N-(3-morpholinopropyl)quinoline-6-carboxamide). Reaction SMILES: [NH2:1][C:2]1[CH:7]=[CH:6][CH:5]=[CH:4][CH:3]=1.Br[C:9]1[CH:39]=[CH:38][C:12]([O:13][C:14]2[C:23]3[C:18](=[CH:19][C:20]([O:36][CH3:37])=[C:21]([C:24]([NH:26][CH2:27][CH2:28][CH2:29][N:30]4[CH2:35][CH2:34][O:33][CH2:32][CH2:31]4)=[O:25])[CH:22]=3)[N:17]=[CH:16][CH:15]=2)=[CH:11][CH:10]=1.C(=O)([O-])[O-].[Cs+].[Cs+].C1(P(C2C=CC=CC=2)C2C=CC3C(=CC=CC=3)C=2C2C3C(=CC=CC=3)C=CC=2P(C2C=CC=CC=2)C2C=CC=CC=2)C=CC=CC=1>C([O-])(=O)C.[Pd+2].C([O-])(=O)C.C1(C)C=CC=CC=1>[NH:1]([C:9]1[CH:39]=[CH:38][C:12]([O:13][C:14]2[C:23]3[C:18](=[CH:19][C:20]([O:36][CH3:37])=[C:21]([C:24]([NH:26][CH2:27][CH2:28][CH2:29][N:30]4[CH2:35][CH2:34][O:33][CH2:32][CH2:31]4)=[O:25])[CH:22]=3)[N:17]=[CH:16][CH:15]=2)=[CH:11][CH:10]=1)[C:2]1[CH:7]=[CH:6][CH:5]=[CH:4][CH:3]=1 |f:2.3.4,6.7.8|. Reported procedure: Aniline (0.03 ml) was added to a stirred mixture of 4-(4-bromophenoxy)-7-methoxy-N-(3-morpholinopropyl)quinoline-6-carboxamide (0.132 g), caesium carbonate (0.23 g), palladium acetate (0.01 g), 2,2′-bis(diphenylphosphino)-1,1′-binaphthyl (0.055 g) and toluene (5 ml) and the reaction mixture was stirred and heated to stirred and heated to 100° C. for 16 hours. The mixture was evaporated and the resultant residue was partitioned between ethyl acetate and water. The organic phase was washed with a ... Starting materials: ClC1=CC=C(C=C1)/C=C/C1=C(C=C(S1)C(=O)OC)[N+](=O)[O-] (methyl 5-[(E)-2-(4-chlorophenyl)vinyl]4-nitrothiophene-2-carboxylate). Solvent: P(OCC)(OCC)OCC (triethyl phosphite). Yields the product ClC1=CC=C(C=C1)C1=CC2=C(N1)C=C(S2)C(=O)OC (methyl 5-(4-chlorophenyl)-4H-thieno[3,2-b]pyrrole-2-carboxylate). The yield is 16.0%. Reaction SMILES: [Cl:1][C:2]1[CH:7]=[CH:6][C:5](/[CH:8]=[CH:9]/[C:10]2[S:14][C:13]([C:15]([O:17][CH3:18])=[O:16])=[CH:12][C:11]=2[N+:19]([O-])=O)=[CH:4][CH:3]=1>P(OCC)(OCC)OCC>[Cl:1][C:2]1[CH:7]=[CH:6][C:5]([C:8]2[NH:19][C:11]3[CH:12]=[C:13]([C:15]([O:17][CH3:18])=[O:16])[S:14][C:10]=3[CH:9]=2)=[CH:4][CH:3]=1. Procedure details: A solution (1 M) of methyl 5-[(E)-2-(4-chlorophenyl)vinyl]4-nitrothiophene-2-carboxylate in triethyl phosphite was heated to reflux for 20 h. After cooling down a part of the solvent was evaporated under high vacuum (2 mbar, water bath 60° C.) then the residue was purified by flash chromatography on silica gel (1:20 acetone/toluene). Fractions containing the title compound along with some phosphorous impurities were concentrated to give a residue that was triturated with AcOEt/petroleum ether (1... The reactants are [H-].[Na+] (Sodium hydride), OC1=CC=C2NC=C(C[C@H](N)C(=O)O)C2=C1 (5-hydroxytryptophan), IC (Iodomethane). The solvent is CN(C)C=O (DMF). Reaction conditions: time 30 minute. Yields the product CN[C@@H](CC1=CNC2=CC=CC=C12)C(=O)O (N-methyltryptophan). RXN SMILES: O[C:2]1[CH:16]=[C:15]2[C:5]([NH:6][CH:7]=[C:8]2[CH2:9][C@@H:10]([C:12]([OH:14])=[O:13])[NH2:11])=[CH:4][CH:3]=1.[H-].[Na+].I[CH3:20]>CN(C=O)C>[CH3:20][NH:11][C@H:10]([C:12]([OH:14])=[O:13])[CH2:9][C:8]1[C:15]2[C:5](=[CH:4][CH:3]=[CH:2][CH:16]=2)[NH:6][CH:7]=1 |f:1.2|. Procedure: The protected tryptophan derivative from above (0.573 g, 1.00 mmol) was dissolved in DMF (3 mL) and the solution cooled in ice. Sodium hydride (60% oil dispersion, 0.048 g, 1.2 mmol) was added and the mixture stirred for 30 min. Iodomethane (0.093 mL, 1.5 mmol) was added and stirring continued for an additional hour. The reaction was then quenched with 10% citric acid (2 mL) and water (25 mL), and extracted with Et2O (100 mL). The extract was dried (MgSO4) and concentrated, and the residue purif... Reactants: O=CC(F)(F)C(F)(F)COCC=Cc1ccccc1, CCOC(=O)C=CC(F)(F)c1ccccc1. The product is CCOC(=O)C=CC(F)(F)C(F)(F)COCC=Cc1ccccc1. As a reaction SMILES: [F:1][C:2]([CH:3]=[O:4])([C:5]([CH2:6][O:7][CH2:8][CH:9]=[CH:10][c:11]1[cH:12][cH:13][cH:14][cH:15][cH:16]1)([F:17])[F:18])[F:19].[F:20][C:21]([F:22])([c:29]1[cH:30][cH:31][cH:32][cH:33][cH:34]1)[CH:35]=[CH:23][C:24](=[O:25])[O:26][CH2:27][CH3:28]>>[F:1][C:2]([CH:3]=[CH:23][C:24](=[O:25])[O:26][CH2:27][CH3:28])([C:5]([CH2:6][O:7][CH2:8][CH:9]=[CH:10][c:11]1[cH:12][cH:13][cH:14][cH:15][cH:16]1)([F:17])[F:18])[F:19]. Starting materials: C(C)(C)(C)C1=CC=C(C=C1)S(=O)(=O)N(C1=CC=C(C=C1)C)CC(=O)O ([(4-tert-butyl-benzenesulfonyl)-p-tolyl-amino]-acetic acid), CNCC=1C=NC=CC1 (methyl-pyridin-3-ylmethyl-amine). The product is C(C)(C)(C)C1=CC=C(C=C1)S(=O)(=O)N(CC(=O)N(CC=1C=NC=CC1)C)C1=CC=C(C=C1)C (2-[(4-tert-Butyl-benzenesulfonyl)-p-tolyl-amino]-N-methyl-N-pyridin-3-ylmethyl-acetamide). RXN SMILES: [C:1]([C:5]1[CH:10]=[CH:9][C:8]([S:11]([N:14]([CH2:22][C:23](O)=[O:24])[C:15]2[CH:20]=[CH:19][C:18]([CH3:21])=[CH:17][CH:16]=2)(=[O:13])=[O:12])=[CH:7][CH:6]=1)([CH3:4])([CH3:3])[CH3:2].[CH3:26][NH:27][CH2:28][C:29]1[CH:30]=[N:31][CH:32]=[CH:33][CH:34]=1>>[C:1]([C:5]1[CH:10]=[CH:9][C:8]([S:11]([N:14]([C:15]2[CH:16]=[CH:17][C:18]([CH3:21])=[CH:19][CH:20]=2)[CH2:22][C:23]([N:27]([CH3:26])[CH2:28][C:29]2[CH:30]=[N:31][CH:32]=[CH:33][CH:34]=2)=[O:24])(=[O:13])=[O:12])=[CH:7][CH:6]=1)([CH3:2])([CH3:3])[CH3:4]. Procedure details: prepared by reaction of [(4-tert-butyl-benzenesulfonyl)-p-tolyl-amino]-acetic acid with methyl-pyridin-3-ylmethyl-amine The product is CSCC1(C(=O)O)CC1. The reactants are CCOC(=O)C1(COS(C)(=O)=O)CC1, C[S-], CN(C)C=O, CCOC(=O)C1(CSC)CC1, [Na+], O. RXN SMILES: [CH3:15][S:16]([O:17][CH2:18][C:19]1([C:20]([O:21][CH2:22][CH3:23])=[O:24])[CH2:25][CH2:26]1)(=[O:27])=[O:28].[CH3:1][S-:2].[CH3:29][N:30]([CH3:31])[CH:32]=[O:33].[CH3:4][S:5][CH2:6][C:7]1([C:10](=[O:11])[O:12][CH2:13][CH3:14])[CH2:8][CH2:9]1.[Na+:3].[OH2:34]>>[CH3:4][S:5][CH2:6][C:7]1([C:10](=[O:11])[OH:12])[CH2:8][CH2:9]1. Reactants: C1CCOC1, CCO, O=[N+]([O-])c1cc(N2CCNC(C(F)(F)F)C2)c2occc2c1. Yields the product Nc1cc(N2CCNC(C(F)(F)F)C2)c2occc2c1. RXN SMILES: [CH2:23]1[O:24][CH2:25][CH2:26][CH2:27]1.[CH3:28][CH2:29][OH:30].[N+:1]([O-:2])(=[O:3])[c:4]1[cH:5][c:6]([N:13]2[CH2:14][CH:15]([C:19]([F:20])([F:21])[F:22])[NH:16][CH2:17][CH2:18]2)[c:7]2[c:8]([cH:9][cH:10][o:11]2)[cH:12]1>>[NH2:1][c:4]1[cH:5][c:6]([N:13]2[CH2:14][CH:15]([C:19]([F:20])([F:21])[F:22])[NH:16][CH2:17][CH2:18]2)[c:7]2[c:8]([cH:9][cH:10][o:11]2)[cH:12]1. The reactants are CC1(OCC(CO1)NC=1C=C2C=NNC2=CC1)C (N-(2,2-dimethyl-1,3-dioxan-5-yl)-1H-indazol-5-amine), Cl (hydrochloric acid). Run in O1CCCC1 (tetrahydrofuran). Reaction conditions: time 1.5 hour. Product: N1N=CC2=CC(=CC=C12)NC(CO)CO (2-(1H-indazol-5-ylamino)propane-1,3-diol). Yield: 83.0%. RXN SMILES: CC1(C)[O:7][CH2:6][CH:5]([NH:8][C:9]2[CH:10]=[C:11]3[C:15](=[CH:16][CH:17]=2)[NH:14][N:13]=[CH:12]3)[CH2:4][O:3]1.Cl>O1CCCC1>[NH:14]1[C:15]2[C:11](=[CH:10][C:9]([NH:8][CH:5]([CH2:4][OH:3])[CH2:6][OH:7])=[CH:17][CH:16]=2)[CH:12]=[N:13]1. Procedure: To a solution of the N-(2,2-dimethyl-1,3-dioxan-5-yl)-1H-indazol-5-amine (23 mg, 0.0930 mmol) obtained in Example 532 in tetrahydrofuran (1 ml) was added 1N-hydrochloric acid (1 ml), and the resulting mixture was stirred at room temperature for 1.5 hours. The reaction was terminated by the use of a saturated aqueous sodium hydrogencarbonate solution, followed by extraction with ethyl acetate, whereby 2-(1H-indazol-5-ylamino)propane-1,3-diol (16 mg, 84%) was obtained. Reactants: O=C(C(I)=C1CCCC1)c1ccccc1, C1CCOC1, CCCC[SnH](CCCC)CCCC. The product is O=C(C=C1CCCC1)c1ccccc1. Reaction SMILES: [C:1]1(=[C:6]([C:7](=[O:8])[c:9]2[cH:10][cH:11][cH:12][cH:13][cH:14]2)[I:15])[CH2:2][CH2:3][CH2:4][CH2:5]1.[CH2:29]1[O:30][CH2:31][CH2:32][CH2:33]1.[CH3:16][CH2:17][CH2:18][CH2:19][SnH:20]([CH2:21][CH2:22][CH2:23][CH3:24])[CH2:25][CH2:26][CH2:27][CH3:28]>>[C:1]1(=[CH:6][C:7](=[O:8])[c:9]2[cH:10][cH:11][cH:12][cH:13][cH:14]2)[CH2:2][CH2:3][CH2:4][CH2:5]1.